Dataset: the Open Reaction Database (ORD), a public repository of structured organic reaction records. Task: describe an organic reaction: reactants, conditions, products, and yield Starting materials: CNC(C)C=O, O=C=Nc1nnc(C(F)(F)F)s1, c1ccccc1. The product is CC(C=O)N(C)C(=O)Nc1nnc(C(F)(F)F)s1. Reaction SMILES: [CH3:13][NH:14][CH:15]([CH:16]=[O:17])[CH3:18].[F:1][C:2]([c:3]1[n:4][n:5][c:6]([N:8]=[C:9]=[O:10])[s:7]1)([F:11])[F:12].[cH:19]1[cH:20][cH:21][cH:22][cH:23][cH:24]1>>[F:1][C:2]([c:3]1[n:4][n:5][c:6]([NH:8][C:9](=[O:10])[N:14]([CH3:13])[CH:15]([CH:16]=[O:17])[CH3:18])[s:7]1)([F:11])[F:12].